This data is from the Open Reaction Database (ORD), a public repository of structured organic reaction records. The task is: describe an organic reaction: reactants, conditions, products, and yield Starting materials: NC1=C(C=C(C=C1)F)C1=CC=CC=C1 (2-amino-5-fluorobiphenyl), C(=S)(Cl)Cl (thiophosgene). The solvent is O1CCOCC1 (dioxan), O (water). The product is FC1=CC=C(C(=C1)C1=CC=CC=C1)N=C=S (5-fluoro-2-biphenylylisothiocyanate). As a reaction SMILES: [NH2:1][C:2]1[CH:7]=[CH:6][C:5]([F:8])=[CH:4][C:3]=1[C:9]1[CH:14]=[CH:13][CH:12]=[CH:11][CH:10]=1.[C:15](Cl)(Cl)=[S:16]>O1CCOCC1.O>[F:8][C:5]1[CH:4]=[C:3]([C:9]2[CH:14]=[CH:13][CH:12]=[CH:11][CH:10]=2)[C:2]([N:1]=[C:15]=[S:16])=[CH:7][CH:6]=1. Procedure: Reaction of 2-amino-5-fluorobiphenyl (7.8 g) with thiophosgene (7.2 g) in a mixture of dioxan (15 ml) and water (60 ml) at ambient temperature for 2 hours yielded 5-fluoro-2-biphenylylisothiocyanate as a brown oil. Reactants: FC1=C(C=C2C=CC=NC2=C1)CN (C-(7-fluoro-quinolin-6-yl)-methylamine), BrC=1C(=NC=C(N1)Br)N (3,5-dibromopyrazin-2-amine), CCN(C(C)C)C(C)C (DIPEA). The solvent is C(Cl)Cl (DCM), O (water). Reaction conditions: temperature 120 celsius. The product is BrC=1N=C(C(=NC1)N)NCC=1C=C2C=CC=NC2=CC1F (5-Bromo-N*3*-(7-fluoro-quinolin-6-ylmethyl)-pyrazine-2,3-diamine). Yield: 77.5%. Reaction SMILES: [F:1][C:2]1[CH:11]=[C:10]2[C:5]([CH:6]=[CH:7][CH:8]=[N:9]2)=[CH:4][C:3]=1[CH2:12][NH2:13].Br[C:15]1[C:16]([NH2:22])=[N:17][CH:18]=[C:19]([Br:21])[N:20]=1.CCN(C(C)C)C(C)C>C(Cl)Cl.O>[Br:21][C:19]1[N:20]=[C:15]([NH:13][CH2:12][C:3]2[CH:4]=[C:5]3[C:10](=[CH:11][C:2]=2[F:1])[N:9]=[CH:8][CH:7]=[CH:6]3)[C:16]([NH2:22])=[N:17][CH:18]=1. Reported procedure: A mixture of C-(7-fluoro-quinolin-6-yl)-methylamine (1.69 g, 9.63 mmol), 3,5-dibromopyrazin-2-amine (2.43 g, 9.63 mmol) and DIPEA (2.96 g, 22.90 mmol) was heated with microwave irradiation at 120° C. for 10 h. The reaction mixture was diluted with DCM and water. The organic layer was separated and washed with saturated NH4Cl solution, dried over Na2SO4, filtered and concentrated in vacuo. The crude product was purified by silica gel chromatography (DCM:MeOH) to give the title compound as a yello... The reactants are CCCc1cc(CCC)c2oc(C(=O)c3ccc(OC)cc3)c(C)c2c1O, [K+], NN, [OH-], O, OCCO. Product: CCCc1cc(CCC)c2oc(Cc3ccc(OC)cc3)c(C)c2c1O. RXN SMILES: [CH3:1][O:2][c:3]1[cH:4][cH:5][c:6]([C:7](=[O:8])[c:9]2[o:10][c:11]3[c:12]([c:13]2[CH3:14])[c:15]([OH:25])[c:16]([CH2:22][CH2:23][CH3:24])[cH:17][c:18]3[CH2:19][CH2:20][CH3:21])[cH:26][cH:27]1.[K+:31].[NH2:28][NH2:29].[OH-:30].[OH2:32].[OH:33][CH2:34][CH2:35][OH:36]>>[CH3:1][O:2][c:3]1[cH:4][cH:5][c:6]([CH2:7][c:9]2[o:10][c:11]3[c:12]([c:13]2[CH3:14])[c:15]([OH:25])[c:16]([CH2:22][CH2:23][CH3:24])[cH:17][c:18]3[CH2:19][CH2:20][CH3:21])[cH:26][cH:27]1.